From a dataset of the Open Reaction Database (ORD), a public repository of structured organic reaction records. describe an organic reaction: reactants, conditions, products, and yield Reactants: C1CCOC1, CCOc1cc(CO)cc(N2CCS(=O)(=O)CC2)c1Cl, O=[Mn]=O. Product: CCOc1cc(C=O)cc(N2CCS(=O)(=O)CC2)c1Cl. Reaction SMILES: [CH2:21]1[O:22][CH2:23][CH2:24][CH2:25]1.[Cl:1][c:2]1[c:3]([N:13]2[CH2:14][CH2:15][S:16](=[O:19])(=[O:20])[CH2:17][CH2:18]2)[cH:4][c:5]([CH2:11][OH:12])[cH:6][c:7]1[O:8][CH2:9][CH3:10].[O:26]=[Mn:27]=[O:28]>>[Cl:1][c:2]1[c:3]([N:13]2[CH2:14][CH2:15][S:16](=[O:19])(=[O:20])[CH2:17][CH2:18]2)[cH:4][c:5]([CH:11]=[O:12])[cH:6][c:7]1[O:8][CH2:9][CH3:10]. The reactants are C(C=C)C1C(CC(C(C(OC(C2CCCCN2C(C(C2(C(CC(C(C(CC(CC(=C1)C)C)OC)O2)OC)C)O)=O)=O)=O)C(=CC2CC([C@H](CC2)O)OC)C)C)O[Si](C)(C)C(C)(C)C)=O (17-Allyl-1-hydroxy-12-[2-(4(S)-hydroxy-3-methoxycyclo hexyl)-1-methylvinyl]-14- t butyldimethylsilyloxy-23,25-dimethoxy-13,19,21,27-tetramethyl-11,28-dioxa-4-azatricyclo [22.3.1.04,9 ]octacos-18-ene-2.3,10,16-tetraone), F (hydrofluoric acid), C(O)([O-])=O.[Na+] (sodium hydrogen carbonate). Run in C(C)#N (acetonitrile). Run at time 1 hour. Product: C(C=C)C1C(CC(C(C(OC(C2CCCCN2C(C(C2(C(CC(C(C(CC(CC(=C1)C)C)OC)O2)OC)C)O)=O)=O)=O)C(=CC2CC([C@H](CC2)O)OC)C)C)O)=O (17-Allyl-1,14-dihydroxy-12-[2-(4(S)-hydroxy-3-methoxycyclohexyl)-1-methylvinyl]-23,25-dimethoxy-13,19,21,27-tetramethyl-11,28-dioxa-4-azatricyclo [22.3.1.04,9 ]octacos-18-ene-2.3,10,16-tetraone). Yield: 89.7%. RXN SMILES: [CH2:1]([CH:4]1[CH:30]=[C:29]([CH3:31])[CH2:28][CH:27]([CH3:32])[CH2:26][CH:25]([O:33][CH3:34])[CH:24]2[O:35][C:20]([OH:39])([CH:21]([CH3:38])[CH2:22][CH:23]2[O:36][CH3:37])[C:19](=[O:40])[C:18](=[O:41])[N:17]2[CH:12]([CH2:13][CH2:14][CH2:15][CH2:16]2)[C:11](=[O:42])[O:10][CH:9]([C:43]([CH3:54])=[CH:44][CH:45]2[CH2:50][CH2:49][C@H:48]([OH:51])[CH:47]([O:52][CH3:53])[CH2:46]2)[CH:8]([CH3:55])[CH:7]([O:56][Si](C(C)(C)C)(C)C)[CH2:6][C:5]1=[O:64])[CH:2]=[CH2:3].F.C(=O)([O-])O.[Na+]>C(#N)C>[CH2:1]([CH:4]1[CH:30]=[C:29]([CH3:31])[CH2:28][CH:27]([CH3:32])[CH2:26][CH:25]([O:33][CH3:34])[CH:24]2[O:35][C:20]([OH:39])([CH:21]([CH3:38])[CH2:22][CH:23]2[O:36][CH3:37])[C:19](=[O:40])[C:18](=[O:41])[N:17]2[CH:12]([CH2:13][CH2:14][CH2:15][CH2:16]2)[C:11](=[O:42])[O:10][CH:9]([C:43]([CH3:54])=[CH:44][CH:45]2[CH2:50][CH2:49][C@H:48]([OH:51])[CH:47]([O:52][CH3:53])[CH2:46]2)[CH:8]([CH3:55])[CH:7]([OH:56])[CH2:6][C:5]1=[O:64])[CH:2]=[CH2:3] |f:2.3|. Procedure details: To a solution of the product of step (d) (0.28 g) in acetonitrile (10 ml) was added 40% aqueous hydrofluoric acid (2 ml). After stirring for 1 hour at room temperature the reaction mixture was poured into saturated aqueous sodium hydrogen carbonate solution and the mixture was extracted with diethyl ether. The organic extract was then dried (MgSO4), filtered and evaporated to an oil in vacuo. Chromatography on silica eluting with acetone/hexane [1:2] then gave the title compound (0.22 g) as a fo... Starting materials: CC1Cc2cccc(Br)c2C1=O, CC(=O)[O-], CC(=O)[O-], COCCOC, [Na+], [Na+], O=C([O-])[O-], O, [Pd+2], Cc1ccccc1-c1ccccc1P(c1ccccc1-c1ccccc1C)c1ccccc1-c1ccccc1C, OB(O)c1cccs1. Product: CC1Cc2cccc(-c3cccs3)c2C1=O. As a reaction SMILES: [Br:1][c:2]1[cH:3][cH:4][cH:5][c:6]2[c:10]1[C:9](=[O:11])[CH:8]([CH3:12])[CH2:7]2.[C:73]([O-:74])(=[O:75])[CH3:76].[C:78]([O-:79])(=[O:80])[CH3:81].[CH2:67]([CH2:68][O:69][CH3:70])[O:71][CH3:72].[Na+:21].[Na+:22].[O-:23][C:24](=[O:25])[O-:26].[OH2:82].[Pd+2:77].[c:27]1([CH3:28])[cH:29][cH:30][cH:31][cH:32][c:33]1-[c:34]1[cH:35][cH:36][cH:37][cH:38][c:39]1[P:40]([c:41]1[cH:42][cH:43][cH:44][cH:45][c:46]1-[c:47]1[cH:48][cH:49][cH:50][cH:51][c:52]1[CH3:53])[c:54]1[cH:55][cH:56][cH:57][cH:58][c:59]1-[c:60]1[cH:61][cH:62][cH:63][cH:64][c:65]1[CH3:66].[s:13]1[c:14]([B:18]([OH:19])[OH:20])[cH:15][cH:16][cH:17]1>>[c:2]1(-[c:14]2[s:13][cH:17][cH:16][cH:15]2)[cH:3][cH:4][cH:5][c:6]2[c:10]1[C:9](=[O:11])[CH:8]([CH3:12])[CH2:7]2. Starting materials: CC=1SC=C(C1CO)C (2,4-dimethyl-3-hydroxymethylthiophene), [Br-].C1(=CC=CC=C1)[PH+](C1=CC=CC=C1)C1=CC=CC=C1 (triphenylphosphonium bromide), C(C)#N (acetonitrile). Run in C(C)OCC (ethyl ether). The product is [Br-].CC1=C(C(=CS1)C)C[P+](C1=CC=CC=C1)(C1=CC=CC=C1)C1=CC=CC=C1 ((2,4-dimethyl-3-thenyl)triphenylphosphonium bromide). RXN SMILES: [CH3:1][C:2]1[S:3][CH:4]=[C:5]([CH3:9])[C:6]=1[CH2:7]O.[Br-:10].[C:11]1([PH+:17]([C:24]2[CH:29]=[CH:28][CH:27]=[CH:26][CH:25]=2)[C:18]2[CH:23]=[CH:22][CH:21]=[CH:20][CH:19]=2)[CH:16]=[CH:15][CH:14]=[CH:13][CH:12]=1.C(#N)C>C(OCC)C>[Br-:10].[CH3:1][C:2]1[S:3][CH:4]=[C:5]([CH3:9])[C:6]=1[CH2:7][P+:17]([C:18]1[CH:19]=[CH:20][CH:21]=[CH:22][CH:23]=1)([C:24]1[CH:29]=[CH:28][CH:27]=[CH:26][CH:25]=1)[C:11]1[CH:12]=[CH:13][CH:14]=[CH:15][CH:16]=1 |f:1.2,5.6|. Procedure: 4.4 G of 2,4-dimethyl-3-hydroxymethylthiophene and 10.7 g. of triphenylphosphonium bromide was dissolved in 40 ml. of acetonitrile and stirred at 40° C. for 1 hour. The resulting solution was cooled and 150 ml. of ethyl ether was added. The white precipitate which formed was filtered and washed with cold acetone to yield (2,4-dimethyl-3-thenyl)triphenylphosphonium bromide, m.p. 262°-265° C. The reactants are CC(C)O, O=C(Cl)C12Cc3cnn(-c4ccc(F)cc4)c3C=C1CCN(S(=O)(=O)c1ccc(N3CCOCC3)nc1)C2. Yields the product CC(C)OC(=O)C12Cc3cnn(-c4ccc(F)cc4)c3C=C1CCN(S(=O)(=O)c1ccc(N3CCOCC3)nc1)C2. Reaction SMILES: [CH3:39][CH:40]([CH3:41])[OH:42].[F:1][c:2]1[cH:3][cH:4][c:5](-[n:8]2[n:9][cH:10][c:11]3[c:12]2[CH:13]=[C:14]2[CH2:15][CH2:16][N:17]([S:24](=[O:25])(=[O:26])[c:27]4[cH:28][n:29][c:30]([N:33]5[CH2:34][CH2:35][O:36][CH2:37][CH2:38]5)[cH:31][cH:32]4)[CH2:18][C:19]2([C:21](=[O:22])[Cl:23])[CH2:20]3)[cH:6][cH:7]1>>[F:1][c:2]1[cH:3][cH:4][c:5](-[n:8]2[n:9][cH:10][c:11]3[c:12]2[CH:13]=[C:14]2[CH2:15][CH2:16][N:17]([S:24](=[O:25])(=[O:26])[c:27]4[cH:28][n:29][c:30]([N:33]5[CH2:34][CH2:35][O:36][CH2:37][CH2:38]5)[cH:31][cH:32]4)[CH2:18][C:19]2([C:21](=[O:22])[O:42][CH:40]([CH3:39])[CH3:41])[CH2:20]3)[cH:6][cH:7]1. Starting materials: C(C)(=O)C(C(C(C)=O)C(C)=O)C(C)=O (1,1,2,2-tetraacetylethane), CC1=C(N)C=CC(=C1)OC(F)(F)F (2-methyl-4-(trifluoromethoxy) aniline), NN (hydrazine). Product: CC1=NN=C(C=2C1=C(N(C2C)C2=CC=C(C=C2)OC(F)(F)F)C)C (1,4,5,7-Tetramethyl-6-(4-trifluoromethoxy-phenyl)-6H-pyrrolo[3,4-d]pyridazine). As a reaction SMILES: [C:1]([CH:4]([C:12](=O)[CH3:13])[CH:5]([C:9](=O)[CH3:10])[C:6](=O)[CH3:7])(=O)[CH3:2].C[C:16]1[CH:22]=[C:21]([O:23][C:24]([F:27])([F:26])[F:25])[CH:20]=[CH:19][C:17]=1[NH2:18].[NH2:28][NH2:29]>>[CH3:2][C:1]1[C:4]2=[C:12]([CH3:13])[N:18]([C:17]3[CH:19]=[CH:20][C:21]([O:23][C:24]([F:27])([F:26])[F:25])=[CH:22][CH:16]=3)[C:9]([CH3:10])=[C:5]2[C:6]([CH3:7])=[N:29][N:28]=1. Procedure details: Utilizing the general procedure outlined in Example 48, 1,1,2,2-tetraacetylethane (200 mg, 1.0 mol), 2-methyl-4-(trifluoromethoxy) aniline (191 mg, 1.0 mmol) and hydrazine (50 μL) reacted to give 1,4,5,7-Tetramethyl-6-(4-trifluoromethoxy-phenyl)-6H-pyrrolo[3,4-d]pyridazine as light yellow solid: 1H NMR (CDCl3, 500 MHz) δ 8.27 (s, 1H), 8.11 (s, 1H), 4.50 (q, 1H), 2.80 (s, 6H), 2.48 (s, 6H), 1.50 (t, 3H); MS (ESI) 298 (M+H)+; MS (ESI) 350 (M+H)+. Starting materials: O=C([O-])[O-], CC(C)c1cc(C(C)C)c(-c2ccccc2P(C2CCCCC2)C2CCCCC2)c(C(C)C)c1, CC1(C)OCC(COc2cc(Cl)nc(SCc3cccc(F)c3F)n2)O1, [Cs+], [Cs+], NS(=O)(=O)N1CCC1, O=C(C=Cc1ccccc1)C=Cc1ccccc1, O=C(C=Cc1ccccc1)C=Cc1ccccc1, C1COCCO1, O=C(C=Cc1ccccc1)C=Cc1ccccc1, [Pd], [Pd]. The product is CC1(C)OCC(COc2cc(NS(=O)(=O)N3CCC3)nc(SCc3cccc(F)c3F)n2)O1. As a reaction SMILES: [C:43](=[O:44])([O-:45])[O-:46].[CH:9]1([P:10]([CH:11]2[CH2:12][CH2:13][CH2:14][CH2:15][CH2:16]2)[c:17]2[cH:18][cH:19][cH:20][cH:21][c:22]2-[c:23]2[c:24]([CH:25]([CH3:26])[CH3:27])[cH:28][c:29]([CH:30]([CH3:31])[CH3:32])[cH:33][c:34]2[CH:35]([CH3:36])[CH3:37])[CH2:38][CH2:39][CH2:40][CH2:41][CH2:42]1.[Cl:49][c:50]1[n:51][c:52]([S:65][CH2:66][c:67]2[c:68]([F:74])[c:69]([F:73])[cH:70][cH:71][cH:72]2)[n:53][c:54]([O:56][CH2:57][CH:58]2[O:59][C:60]([CH3:63])([CH3:64])[O:61][CH2:62]2)[cH:55]1.[Cs+:47].[Cs+:48].[N:1]1([S:5](=[O:6])(=[O:7])[NH2:8])[CH2:2][CH2:3][CH2:4]1.[O:101]=[C:102]([CH:103]=[CH:104][c:105]1[cH:106][cH:107][cH:108][cH:109][cH:110]1)[CH:111]=[CH:112][c:113]1[cH:114][cH:115][cH:116][cH:117][cH:118]1.[O:119]=[C:120]([CH:121]=[CH:122][c:123]1[cH:124][cH:125][cH:126][cH:127][cH:128]1)[CH:129]=[CH:130][c:131]1[cH:132][cH:133][cH:134][cH:135][cH:136]1.[O:75]1[CH2:76][CH2:77][O:78][CH2:79][CH2:80]1.[O:83]=[C:84]([CH:85]=[CH:86][c:87]1[cH:88][cH:89][cH:90][cH:91][cH:92]1)[CH:93]=[CH:94][c:95]1[cH:96][cH:97][cH:98][cH:99][cH:100]1.[Pd:81].[Pd:82]>>[N:1]1([S:5](=[O:6])(=[O:7])[NH:8][c:50]2[n:51][c:52]([S:65][CH2:66][c:67]3[c:68]([F:74])[c:69]([F:73])[cH:70][cH:71][cH:72]3)[n:53][c:54]([O:56][CH2:57][CH:58]3[O:59][C:60]([CH3:63])([CH3:64])[O:61][CH2:62]3)[cH:55]2)[CH2:2][CH2:3][CH2:4]1. Starting materials: Brc1ccc2[nH]ccc2c1, C1CCOC1, CC(C)[Si](Cl)(C(C)C)C(C)C, [H-], [Na+]. Product: CC(C)[Si](C(C)C)(C(C)C)n1ccc2cc(Br)ccc21. As a reaction SMILES: [Br:1][c:2]1[cH:3][c:4]2[cH:5][cH:6][nH:7][c:8]2[cH:9][cH:10]1.[CH2:24]1[O:25][CH2:26][CH2:27][CH2:28]1.[CH:13]([CH3:14])([CH3:15])[Si:16]([CH:17]([CH3:18])[CH3:19])([CH:20]([CH3:21])[CH3:22])[Cl:23].[H-:11].[Na+:12]>>[Br:1][c:2]1[cH:3][c:4]2[cH:5][cH:6][n:7]([Si:16]([CH:13]([CH3:14])[CH3:15])([CH:17]([CH3:18])[CH3:19])[CH:20]([CH3:21])[CH3:22])[c:8]2[cH:9][cH:10]1. Starting materials: [N+](=O)([O-])C=1C=C(C=C(C(=O)O)C1)C(=O)O (5-nitroisophthalic acid), S(=O)(Cl)Cl (thionyl chloride), [N+](=O)([O-])C=1C=C(C=C(C(=O)Cl)C1)C(=O)Cl (5-nitroisophthaloyl dichloride). Solvent: CN(C=O)C (dimethylformamide). Conditions: time 30 minute. Product: [N+](=O)([O-])C1=C(C(=O)Cl)C=CC=C1C(=O)Cl (nitroisophthaloyl chloride). Yield: 67.2%. Reaction SMILES: [N+]([C:4]1[CH:5]=[C:6]([C:13]([Cl:15])=[O:14])[CH:7]=[C:8]([CH:12]=1)[C:9]([Cl:11])=[O:10])([O-])=O.[N+:16](C1C=C(C(O)=O)C=C(C=1)C(O)=O)([O-:18])=[O:17].S(Cl)(Cl)=O>CN(C)C=O>[N+:16]([C:7]1[C:8]([C:9]([Cl:11])=[O:10])=[CH:12][CH:4]=[CH:5][C:6]=1[C:13]([Cl:15])=[O:14])([O-:18])=[O:17]. Reported procedure: A mixture of 100 g of 5-nitroisophthaloyl dichloride (prepared by taking a mixture of 60.0 g of 5-nitroisophthalic acid, 300 ml of thionyl chloride and one ml of dimethylformamide, stirring at room temperature for 30 minutes followed by refluxing for one hour; allowing the solution to stand 24 hours, followed by evaporation to a small volume in vacuo re-evaporating with toluene and then diluting the resulting liquid with 250 ml of hexane, followed by stirring and cooling until the resulting oil ... Reactants: Cc1cc(CO)cnc1C(F)(F)F, ClCCl. Yields the product Cc1cc(C=O)cnc1C(F)(F)F. Reaction SMILES: [CH3:1][c:2]1[cH:3][c:4]([CH2:12][OH:13])[cH:5][n:6][c:7]1[C:8]([F:9])([F:10])[F:11].[Cl:14][CH2:15][Cl:16]>>[CH3:1][c:2]1[cH:3][c:4]([CH:12]=[O:13])[cH:5][n:6][c:7]1[C:8]([F:9])([F:10])[F:11].